Dataset: the Open Reaction Database (ORD), a public repository of structured organic reaction records. Task: describe an organic reaction: reactants, conditions, products, and yield The reactants are C(C)O (ethanol), C(C)(=O)OC=C (vinyl acetate), C(Cl)(Cl)(Cl)Cl (carbon tetrachloride), C(Cl)(Cl)(Cl)Cl (carbon tetrachloride), [Br-] (bromide). Run at time 2 day. Yields the product C(C)OC(CBr)OCC (bromoacetaldehyde diethyl-acetal). RXN SMILES: [C:1]([O:4][CH:5]=[CH2:6])(=[O:3])[CH3:2].C(Cl)(Cl)(Cl)Cl.[Br-:12].[CH2:13](O)[CH3:14]>>[CH2:5]([O:4][CH:1]([O:3][CH2:13][CH3:14])[CH2:2][Br:12])[CH3:6]. Procedure: To a mixture of 10 g of vinyl acetate and 20 ml of carbon tetrachloride under cooling (temperature 10° C.) 10 ml of carbon tetrachloride and 18.5 g of bromide solution are added. 60 ml of ethanol are added to the mixture and it remains standing for 2 days. The organic phase is washed twice with 50 ml of water, then it is distilled in vacuo. The reactants are [Br-], CC(=O)OCCCCBr, COc1c(O)cc(C(C)=O)cc1C(C)(C)C. Yields the product COc1c(OCCCCOC(C)=O)cc(C(C)=O)cc1C(C)(C)C. RXN SMILES: [Br-:17].[C:18]([CH3:19])(=[O:20])[O:21][CH2:22][CH2:23][CH2:24][CH2:25][Br:26].[C:1]([CH3:2])([CH3:3])([CH3:4])[c:5]1[cH:6][c:7]([C:14]([CH3:15])=[O:16])[cH:8][c:9]([OH:13])[c:10]1[O:11][CH3:12]>>[C:1]([CH3:2])([CH3:3])([CH3:4])[c:5]1[cH:6][c:7]([C:14]([CH3:15])=[O:16])[cH:8][c:9]([O:13][CH2:25][CH2:24][CH2:23][CH2:22][O:21][C:18]([CH3:19])=[O:20])[c:10]1[O:11][CH3:12].